Dataset: the Open Reaction Database (ORD), a public repository of structured organic reaction records. Task: describe an organic reaction: reactants, conditions, products, and yield The reactants are C[Si](C)(C)[N-][Si](C)(C)C.[Li+] (Lithium bis(trimethylsilyl)amide), ClC1=CC=C(C=O)C=C1 (4-chlorobenzaldehyde), OC(C#N)(C)C (α-Hydroxyisobutyronitrile). Solvent: C1CCOC1 (THF). Conditions: time 4 hour. The product is NC(C#N)C1=CC=C(C=C1)Cl (2-amino-2-(4-chlorophenyl)acetonitrile). Reaction SMILES: C[Si]([N-:5][Si](C)(C)C)(C)C.[Li+].[Cl:11][C:12]1[CH:19]=[CH:18][C:15]([CH:16]=O)=[CH:14][CH:13]=1.OC(C)(C)[C:22]#[N:23]>C1COCC1>[NH2:5][CH:16]([C:15]1[CH:18]=[CH:19][C:12]([Cl:11])=[CH:13][CH:14]=1)[C:22]#[N:23] |f:0.1|. Procedure: Lithium bis(trimethylsilyl)amide (42.7 mL) was added to 4-chlorobenzaldehyde (5 g) in THF (100 mL) at −40° C. under nitrogen. The resulting solution was warmed to room temperature and stirred for 4 hours. α-Hydroxyisobutyronitrile (acetone cyanohydrin, 6.50 mL) was then added, and the reaction mixture was stirred at 25° C. for a further 12 hours, then quenched with saturated NaHCO3 (50 mL), extracted with EtOAc (3×100 mL), the organic layer was dried over MgSO4, filtered and evaporated. The crud...